This data is from the Open Reaction Database (ORD), a public repository of structured organic reaction records. The task is: describe an organic reaction: reactants, conditions, products, and yield Reactants: C(CC(=O)C(=O)OCC)(=O)OCC (Diethyl oxalacetate), N1CCCCC1 (piperidine), NC=1C(=NC=CN1)C=O (3-aminopyrazine-2-carboxaldehyde). The solvent is C1(=CC=CC=C1)C (toluene). The product is N1=C2C(=NC=C1)N=C(C(=C2)C(=O)OCC)C(=O)OCC (Pyrido[2,3-b]pyrazine-6,7-dicarboxylic acid, diethyl ester). Isolated yield 27.9%. RXN SMILES: [C:1]([O:11][CH2:12][CH3:13])(=[O:10])[CH2:2][C:3]([C:5]([O:7][CH2:8][CH3:9])=[O:6])=O.N1CCCCC1.[NH2:20][C:21]1[C:22]([CH:27]=O)=[N:23][CH:24]=[CH:25][N:26]=1>C1(C)C=CC=CC=1>[N:23]1[CH:24]=[CH:25][N:26]=[C:21]2[N:20]=[C:3]([C:5]([O:7][CH2:8][CH3:9])=[O:6])[C:2]([C:1]([O:11][CH2:12][CH3:13])=[O:10])=[CH:27][C:22]=12. Procedure: Diethyl oxalacetate, (4.7 g, 0.25 mol) and piperidine (1.66 g, 1.93 mL) are added to 3-aminopyrazine-2-carboxaldehyde (2.4 g, 0.0195 mol) dissolved in 250 mL of toluene. After the reaction mixture is refluxed for two hours, the toluene is removed under reduced pressure to give a dark red oily residue. The product is purified by column chromatography on silica gel (hexane:EtOAc, 4:1), affording 3.1 g (58% yield), of the crude desired product. Crystallization from ether-hexane (4:1) gives analytic... Starting materials: CC(C)NC(=O)c1cc(Oc2ccc(N)cc2)ccn1, COc1cc(Cl)c(C(F)(F)F)cc1N=C=O, COc1cc(Cl)c(C(F)(F)F)cc1N. Yields the product COc1cc(Cl)c(C(F)(F)F)cc1N, NC(N)=O. As a reaction SMILES: [CH:31]([NH:34][C:32]([c:33]1[cH:35][c:36]([O:37][c:38]2[cH:39][cH:40][c:41]([NH2:42])[cH:43][cH:44]2)[cH:45][cH:46][n:47]1)=[O:48])([CH3:49])[CH3:50].[Cl:15][c:16]1[c:17]([C:18]([F:19])([F:20])[F:21])[cH:22][c:23]([N:26]=[C:27]=[O:28])[c:24]([O:25][CH3:29])[cH:30]1.[Cl:1][c:2]1[cH:3][c:4]([O:13][CH3:14])[c:5]([NH2:6])[cH:7][c:8]1[C:9]([F:10])([F:11])[F:12]>>[Cl:1][c:2]1[cH:3][c:4]([O:13][CH3:14])[c:5]([NH2:6])[cH:7][c:8]1[C:9]([F:10])([F:11])[F:12].[NH2:26][C:27](=[O:28])[NH2:34]. Reactants: COc1ccc(C(=O)c2cn(C(=O)OC(C)(C)C)c3ncc(Br)cc23)cc1, O=C([O-])[O-], [K+], [K+], C1CCOC1, O, c1ccc(P(c2ccccc2)(c2ccccc2)[Pd](P(c2ccccc2)(c2ccccc2)c2ccccc2)(P(c2ccccc2)(c2ccccc2)c2ccccc2)P(c2ccccc2)(c2ccccc2)c2ccccc2)cc1, OB(O)c1cccs1. The product is COc1ccc(C(=O)c2cn(C(=O)OC(C)(C)C)c3ncc(-c4cccs4)cc23)cc1. RXN SMILES: [C:1]([CH3:2])([CH3:3])([CH3:4])[O:5][C:6](=[O:7])[n:8]1[cH:9][c:10]([C:18]([c:19]2[cH:20][cH:21][c:22]([O:25][CH3:26])[cH:23][cH:24]2)=[O:27])[c:11]2[c:12]1[n:13][cH:14][c:15]([Br:17])[cH:16]2.[C:36](=[O:37])([O-:38])[O-:39].[K+:40].[K+:41].[O:42]1[CH2:43][CH2:44][CH2:45][CH2:46]1.[OH2:124].[cH:47]1[cH:48][cH:49][c:50]([P:51]([Pd:52]([P:53]([c:54]2[cH:55][cH:56][cH:57][cH:58][cH:59]2)([c:60]2[cH:61][cH:62][cH:63][cH:64][cH:65]2)[c:66]2[cH:67][cH:68][cH:69][cH:70][cH:71]2)([P:72]([c:73]2[cH:74][cH:75][cH:76][cH:77][cH:78]2)([c:79]2[cH:80][cH:81][cH:82][cH:83][cH:84]2)[c:85]2[cH:86][cH:87][cH:88][cH:89][cH:90]2)[P:91]([c:92]2[cH:93][cH:94][cH:95][cH:96][cH:97]2)([c:98]2[cH:99][cH:100][cH:101][cH:102][cH:103]2)[c:104]2[cH:105][cH:106][cH:107][cH:108][cH:109]2)([c:110]2[cH:111][cH:112][cH:113][cH:114][cH:115]2)[c:116]2[cH:117][cH:118][cH:119][cH:120][cH:121]2)[cH:122][cH:123]1.[s:28]1[c:29]([B:33]([OH:34])[OH:35])[cH:30][cH:31][cH:32]1>>[C:1]([CH3:2])([CH3:3])([CH3:4])[O:5][C:6](=[O:7])[n:8]1[cH:9][c:10]([C:18]([c:19]2[cH:20][cH:21][c:22]([O:25][CH3:26])[cH:23][cH:24]2)=[O:27])[c:11]2[c:12]1[n:13][cH:14][c:15](-[c:29]1[s:28][cH:32][cH:31][cH:30]1)[cH:16]2. Starting materials: [Br-] (bromide), C1CCOC1 (THF), FC=1C(=C(C(=O)O)C=CC1)C (3-fluoro-2-methylbenzoic acid), C1CCOC1 (THF), [Li]C(C)CC (s-BuLi), CN(C)CCN(C)C (TMEDA). Conditions: time 2.5 hour. Yields the product BrC=1C=CC(=C(C1)CCC1=C(C(=O)O)C=CC=C1F)OC (2-[2-(5-bromo-2-methoxyphenyl)-ethyl]-3-fluoro benzoic acid). The yield is 66.0%. Reaction SMILES: [F:1][C:2]1[C:3]([CH3:11])=[C:4]([CH:8]=[CH:9][CH:10]=1)[C:5]([OH:7])=[O:6].CN(CCN(C)C)C.[Li][CH:21]([CH2:23][CH3:24])[CH3:22].[Br-:25].[CH2:26]1[CH2:30][O:29][CH2:28][CH2:27]1>>[Br:25][C:21]1[CH:23]=[CH:24][C:28]([O:29][CH3:30])=[C:27]([CH2:26][CH2:11][C:3]2[C:2]([F:1])=[CH:10][CH:9]=[CH:8][C:4]=2[C:5]([OH:7])=[O:6])[CH:22]=1. Procedure details: A solution of 3-fluoro-2-methylbenzoic acid (5.0 g, 1.0 equiv) in THF (175 mL) was cooled to −78° C. under an atmosphere of argon. TMEDA (9.86 mL, 2.0 equiv) was added via syringe. s-BuLi (1.4 M in cyclohexane, 49 mL, 2.1 equiv) was added dropwise via addition funnel over 30 min. After stirring for 2.5 hr, the bromide (13.7 g, 1.5 equiv) in THF (25 mL) was added dropwise. Upon completion of the addition, the solution was allowed to stir and warm to room temperature overnight. The reaction was qu... The reactants are C(#N)C1=C(C=CC=C1)C1=CC=C(C=C1)CN(C(CC(CC(=O)OC)(C)C)=O)CCC (3,3-dimethyl-4-methoxycarbonyl-butanoic acid N-(2'-cyanobiphenyl-4-ylmethyl)-N-propyl-amide), C(CCC)[Sn](CCCC)(CCCC)N=[N+]=[N-] (tributyltin azide), [OH-].[Na+] (sodium hydroxide). The solvent is C=1(C(=CC=CC1)C)C (xylene). Reaction conditions: time 90 minute. Product: C(CC)N(C(CC(CC(=O)O)(C)C)=O)CC1=CC=C(C=C1)C1=C(C=CC=C1)C1=NN=NN1 (4-carboxy-3,3-dimethyl-butanoic acid N-propyl-N-[2'-(1H-tetrazol-5-yl)biphenyl-4-ylmethyl]-amide). As a reaction SMILES: [C:1]([C:3]1[CH:8]=[CH:7][CH:6]=[CH:5][C:4]=1[C:9]1[CH:14]=[CH:13][C:12]([CH2:15][N:16]([CH2:28][CH2:29][CH3:30])[C:17](=[O:27])[CH2:18][C:19]([CH3:26])([CH3:25])[CH2:20][C:21](OC)=[O:22])=[CH:11][CH:10]=1)#[N:2].C([Sn]([N:44]=[N+:45]=[N-:46])(CCCC)CCCC)CCC.[OH-:47].[Na+]>C1(C)C(C)=CC=CC=1>[CH2:28]([N:16]([CH2:15][C:12]1[CH:11]=[CH:10][C:9]([C:4]2[CH:5]=[CH:6][CH:7]=[CH:8][C:3]=2[C:1]2[NH:46][N:45]=[N:44][N:2]=2)=[CH:14][CH:13]=1)[C:17](=[O:27])[CH2:18][C:19]([CH3:25])([CH3:26])[CH2:20][C:21]([OH:22])=[O:47])[CH2:29][CH3:30] |f:2.3|. Reported procedure: A solution of 3.45 g of 3,3-dimethyl-4-methoxycarbonyl-butanoic acid N-(2'-cyanobiphenyl-4-ylmethyl)-N-propyl-amide and 11.3 g of tributyltin azide in 100 ml of xylene is heated under reflux for 3 hours. 50 ml of 2N sodium hydroxide solution are added and the mixture is stirred at 60° for 90 minutes. After cooling, the aqueous phase is acidified and extracted once with 100 ml and twice with 40 ml each time of CH2Cl2. The dichloromethane phase yields, after drying over Na2SO4 and removal of the s... Starting materials: [BH4-].[Na+] (sodium borohydride), [N+](=O)([O-])C1=CC=C(C=C1)C1=CC=C(O1)C=O (5-(4-nitrophenyl)-2-furancarboxaldehyde), S(O)(O)(=O)=O (sulfuric acid), [H][H] (hydrogen). Run in C(C)O (ethanol), C(C)O (ethanol). The product is [N+](=O)([O-])C1=CC=C(C=C1)C1=CC=C(CO)O1 (5-(p-Nitrophenyl)furfuryl alcohol). As a reaction SMILES: [N+:1]([C:4]1[CH:9]=[CH:8][C:7]([C:10]2[O:14][C:13]([CH:15]=[O:16])=[CH:12][CH:11]=2)=[CH:6][CH:5]=1)([O-:3])=[O:2].[BH4-].[Na+].[H][H].S(=O)(=O)(O)O>C(O)C>[N+:1]([C:4]1[CH:9]=[CH:8][C:7]([C:10]2[O:14][C:13]([CH2:15][OH:16])=[CH:12][CH:11]=2)=[CH:6][CH:5]=1)([O-:3])=[O:2] |f:1.2|. Procedure details: To a heated suspension of 5-(4-nitrophenyl)-2-furancarboxaldehyde (176 g., 0.8 m.) and 1000 ml of ethanol was added a suspension of sodium borohydride (82 g.) in 1500 ml of ethanol. The solids dissolved and the solution turned very dark. The solution was stirred without external heating until hydrogen ceased to be evolved (22 hours). Upon stirring, the material solidified (pH 9-11). To the suspension was added a 5 percent sulfuric acid solution until the solution was just acidic (600 ml., pH 5-6...